From a dataset of the Open Reaction Database (ORD), a public repository of structured organic reaction records. describe an organic reaction: reactants, conditions, products, and yield The reactants are Cc1c(Br)c(=O)n(C2CCCC2)c2nc(Nc3ccc(N4CCN(C)CC4)cn3)ncc12, C=C(OCC)[Sn](CCCC)(CCCC)CCCC, Cc1ccccc1, ClC(Cl)Cl, [Pd], c1ccc(P(c2ccccc2)c2ccccc2)cc1, c1ccc(P(c2ccccc2)c2ccccc2)cc1, c1ccc(P(c2ccccc2)c2ccccc2)cc1, c1ccc(P(c2ccccc2)c2ccccc2)cc1. The product is C=C(OCC)c1c(C)c2cnc(Nc3ccc(N4CCN(C)CC4)cn3)nc2n(C2CCCC2)c1=O. Reaction SMILES: [Br:1][c:2]1[c:3]([CH3:32])[c:4]2[c:5]([n:6][c:7]([NH:10][c:11]3[n:12][cH:13][c:14]([N:17]4[CH2:18][CH2:19][N:20]([CH3:23])[CH2:21][CH2:22]4)[cH:15][cH:16]3)[n:8][cH:9]2)[n:24]([CH:27]2[CH2:28][CH2:29][CH2:30][CH2:31]2)[c:25]1=[O:26].[CH2:40]([Sn:41]([CH2:42][CH2:43][CH2:44][CH3:50])([C:45](=[CH2:46])[O:47][CH2:48][CH3:49])[CH2:51][CH2:52][CH2:53][CH3:54])[CH2:55][CH2:56][CH3:57].[CH3:33][c:34]1[cH:35][cH:36][cH:37][cH:38][cH:39]1.[CH:58]([Cl:59])([Cl:60])[Cl:61].[Pd:62].[c:101]1([P:102]([c:103]2[cH:104][cH:105][cH:106][cH:107][cH:108]2)[c:109]2[cH:110][cH:111][cH:112][cH:113][cH:114]2)[cH:115][cH:116][cH:117][cH:118][cH:119]1.[c:120]1([P:121]([c:122]2[cH:123][cH:124][cH:125][cH:126][cH:127]2)[c:128]2[cH:129][cH:130][cH:131][cH:132][cH:133]2)[cH:134][cH:135][cH:136][cH:137][cH:138]1.[c:63]1([P:64]([c:65]2[cH:66][cH:67][cH:68][cH:69][cH:70]2)[c:71]2[cH:72][cH:73][cH:74][cH:75][cH:76]2)[cH:77][cH:78][cH:79][cH:80][cH:81]1.[c:82]1([P:83]([c:84]2[cH:85][cH:86][cH:87][cH:88][cH:89]2)[c:90]2[cH:91][cH:92][cH:93][cH:94][cH:95]2)[cH:96][cH:97][cH:98][cH:99][cH:100]1>>[c:2]1([C:45](=[CH2:46])[O:47][CH2:48][CH3:49])[c:3]([CH3:32])[c:4]2[c:5]([n:6][c:7]([NH:10][c:11]3[n:12][cH:13][c:14]([N:17]4[CH2:18][CH2:19][N:20]([CH3:23])[CH2:21][CH2:22]4)[cH:15][cH:16]3)[n:8][cH:9]2)[n:24]([CH:27]2[CH2:28][CH2:29][CH2:30][CH2:31]2)[c:25]1=[O:26].